From a dataset of the Open Reaction Database (ORD), a public repository of structured organic reaction records. describe an organic reaction: reactants, conditions, products, and yield Run in O (water). Procedure details: 864 mg (2 mmol) of 1-(benzylideneamino)-3-(p-chlorophenacyl)-2-ethylimidazolium bromide are subjected to a steam distillation in 5 ml of water and 2 ml of 48 percent hydrobromic acid until benzaldehyde no longer evolves. The solution is concentrated and te precipitated product is filtered off. There is obtained 1-amino-3-(p-chlorophenacyl)-2-ethylimidazolium bromide of melting point 209°-210°. As a reaction SMILES: [Br-:1].C(=[N:9][N+:10]1[CH:14]=[CH:13][N:12]([CH2:15][C:16]([C:18]2[CH:23]=[CH:22][C:21]([Cl:24])=[CH:20][CH:19]=2)=[O:17])[C:11]=1[CH2:25][CH3:26])C1C=CC=CC=1.Br.C(=O)C1C=CC=CC=1>O>[Br-:1].[NH2:9][N+:10]1[CH:14]=[CH:13][N:12]([CH2:15][C:16]([C:18]2[CH:23]=[CH:22][C:21]([Cl:24])=[CH:20][CH:19]=2)=[O:17])[C:11]=1[CH2:25][CH3:26] |f:0.1,5.6|. Product: [Br-].N[N+]1=C(N(C=C1)CC(=O)C1=CC=C(C=C1)Cl)CC (1-amino-3-(p-chlorophenacyl)-2-ethylimidazolium bromide). The reactants are Br (hydrobromic acid), [Br-].C(C1=CC=CC=C1)=N[N+]1=C(N(C=C1)CC(=O)C1=CC=C(C=C1)Cl)CC (1-(benzylideneamino)-3-(p-chlorophenacyl)-2-ethylimidazolium bromide), C(C1=CC=CC=C1)=O (benzaldehyde). Reactants: COC=1C=C(C(=O)NC=2SC3=C(N2)C(=CC=C3N3CCOCC3)OC)C=CN1 (2-methoxy-N-(4-methoxy-7-morpholin-4-yl-benzothiazol-2-yl)-isonicotinamide), [I-].[Na+] (sodium iodide), BrCC(=O)OCC (ethyl bromoacetate). Run in CN(C)C=O (DMF). Yields the product C(C)OC(CN1C(C=C(C=C1)C(NC=1SC2=C(N1)C(=CC=C2N2CCOCC2)OC)=O)=O)=O ([4-(4-Methoxy-7-morpholin-4-yl-benzothiazol-2-ylcarbamoyl)-2-oxo-2H-pyridin-1-yl]-acetic Acid Ethyl Ester). As a reaction SMILES: C[O:2][C:3]1[CH:4]=[C:5]([CH:26]=[CH:27][N:28]=1)[C:6]([NH:8][C:9]1[S:10][C:11]2[C:17]([N:18]3[CH2:23][CH2:22][O:21][CH2:20][CH2:19]3)=[CH:16][CH:15]=[C:14]([O:24][CH3:25])[C:12]=2[N:13]=1)=[O:7].[I-].[Na+].Br[CH2:32][C:33]([O:35][CH2:36][CH3:37])=[O:34]>CN(C=O)C>[CH2:36]([O:35][C:33](=[O:34])[CH2:32][N:28]1[CH:27]=[CH:26][C:5]([C:6](=[O:7])[NH:8][C:9]2[S:10][C:11]3[C:17]([N:18]4[CH2:19][CH2:20][O:21][CH2:22][CH2:23]4)=[CH:16][CH:15]=[C:14]([O:24][CH3:25])[C:12]=3[N:13]=2)=[CH:4][C:3]1=[O:2])[CH3:37] |f:1.2|. Procedure: From 2-methoxy-N-(4-methoxy-7-morpholin-4-yl-benzothiazol-2-yl)-isonicotinamide with sodium iodide and ethyl bromoacetate in DMF. ES-MS m/e (%): 495 (M+Na+, 25), 473 (M+H+, 100).